This data is from the Open Reaction Database (ORD), a public repository of structured organic reaction records. The task is: describe an organic reaction: reactants, conditions, products, and yield Reactants: C(#N)C1=CC=C(CN2CCN(CC2)CC(=O)OCC)C=C1 (Ethyl 2-(4-(4-cyanobenzyl)piperazin-1-yl)acetate), NN (hydrazine). The solvent is CCO (EtOH). Product: C(#N)C1=CC=C(CN2CCN(CC2)CC(=O)NN)C=C1 (2-(4-(4-cyanobenzyl)piperazin-1-yl)acetohydrazide). The yield is 67.1%. As a reaction SMILES: [C:1]([C:3]1[CH:21]=[CH:20][C:6]([CH2:7][N:8]2[CH2:13][CH2:12][N:11]([CH2:14][C:15](OCC)=[O:16])[CH2:10][CH2:9]2)=[CH:5][CH:4]=1)#[N:2].[NH2:22][NH2:23]>CCO>[C:1]([C:3]1[CH:21]=[CH:20][C:6]([CH2:7][N:8]2[CH2:13][CH2:12][N:11]([CH2:14][C:15]([NH:22][NH2:23])=[O:16])[CH2:10][CH2:9]2)=[CH:5][CH:4]=1)#[N:2]. Reported procedure: Synthesized according to General Procedure C: 51d (2.71 g, 9.43 mmol, 1.0 equiv.), anhydrous hydrazine (1.18 mL, 37.7 mmol, 4.0 equiv.), EtOH (19 mL, 0.5 M). 46d (1.73 g, 67.1%) was obtained as an off-white solid after extraction without further purification. 1H-NMR (500 MHz, CDCl3) δ 8.10 (br s, 1H), 7.60 (d, 2H, J=8.0 Hz), 7.43 (d, 2H, J=8.5 Hz), 3.84 (br d, 2H, J=5.0 Hz), 3.55 (s, 2H), 3.08 (s, 2H), 2.55 (br s, 4H), 2.46 (br s, 4H). 13C-NMR (125 MHz, CDCl3) δ 170.6, 144.1, 132.4, 129.6, 119.1... The reactants are C(C)(C)OC1=CC=C(C=C1)NC(=O)N1CCC(CC1)C1=NC=NC2=CC=C(C=C12)I (4-(6-iodo-quinazolin-4-yl)-piperidine-1-carboxylic acid (4-isopropoxy-phenyl)-amide), trans-PdCl2[P(C6H5)3]2, C(C#C)O (propargyl alcohol), C(C)NCC (diethylamine). Reagents/catalysts: [Cu]I (CuI). Solvent: CCOC(=O)C (EtOAc). Run at time 5 hour. The product is C(C)(C)OC1=CC=C(C=C1)NC(=O)N1CCC(CC1)C1=NC=NC2=CC=C(C=C12)C#CCO (4-[6-(3-Hydroxy-prop-1-ynyl)-quinazolin-4-yl]-piperidine-1-carboxylic acid (4-isopropoxy-phenyl)-amide). Yield: 90.5%. RXN SMILES: [CH:1]([O:4][C:5]1[CH:10]=[CH:9][C:8]([NH:11][C:12]([N:14]2[CH2:19][CH2:18][CH:17]([C:20]3[C:29]4[C:24](=[CH:25][CH:26]=[C:27](I)[CH:28]=4)[N:23]=[CH:22][N:21]=3)[CH2:16][CH2:15]2)=[O:13])=[CH:7][CH:6]=1)([CH3:3])[CH3:2].[CH2:31]([OH:34])[C:32]#[CH:33].C(NCC)C>[Cu]I.CCOC(C)=O>[CH:1]([O:4][C:5]1[CH:10]=[CH:9][C:8]([NH:11][C:12]([N:14]2[CH2:19][CH2:18][CH:17]([C:20]3[C:29]4[C:24](=[CH:25][CH:26]=[C:27]([C:33]#[C:32][CH2:31][OH:34])[CH:28]=4)[N:23]=[CH:22][N:21]=3)[CH2:16][CH2:15]2)=[O:13])=[CH:7][CH:6]=1)([CH3:3])[CH3:2]. Procedure: A mixture of 4-(6-iodo-quinazolin-4-yl)-piperidine-1-carboxylic acid (4-isopropoxy-phenyl)-amide (1.056 g, 2.05 mmol), as prepared in Example 11d, CuI (3.9 mg, 20.5 μmol), trans-PdCl2[P(C6H5)3]2 (26.8 mg, 38.2 μmol), propargyl alcohol (139 μL, 2.36 mmol), and diethylamine (3.4 mL) was flushed with a stream of argon for 30 s, and then quickly sealed and vigorously stirred at rt under argon for 5 h. The resulting dark brown bilayer was concentrated under reduced pressure at rt, dissolved in DCM (1... Starting materials: CCN=C=O, CC(C)c1nnc2ccc(Sc3ccccc3CN)cn12, ClCCl. Yields the product CCNC(=O)NCc1ccccc1Sc1ccc2nnc(C(C)C)n2c1. As a reaction SMILES: [CH2:22]([CH3:23])[N:24]=[C:25]=[O:26].[CH:1]([CH3:2])([CH3:3])[c:4]1[n:5][n:6][c:7]2[n:8]1[cH:9][c:10]([S:13][c:14]1[c:15]([CH2:16][NH2:17])[cH:18][cH:19][cH:20][cH:21]1)[cH:11][cH:12]2.[Cl:27][CH2:28][Cl:29]>>[CH:1]([CH3:2])([CH3:3])[c:4]1[n:5][n:6][c:7]2[n:8]1[cH:9][c:10]([S:13][c:14]1[c:15]([CH2:16][NH:17][C:25]([NH:24][CH2:22][CH3:23])=[O:26])[cH:18][cH:19][cH:20][cH:21]1)[cH:11][cH:12]2. Starting materials: ClC1=NC=C(C(=N1)NC1=CC2=C(C=C1)OCCO2)F (2-chloro-N4-(3,4-ethylenedioxyphenyl)-5-fluoro-4-pyrimidineamine), COC=1C=C(N)C=CC1OC (3,4-dimethoxyaniline). The product is COC=1C=C(C=CC1OC)NC1=NC=C(C(=N1)NC1=CC2=C(C=C1)OCCO2)F (N2-(3,4-dimethoxyphenyl)-N4-(3,4-ethylenedioxyphenyl)-5-fluoro-2,4-pyrimidinediamine). RXN SMILES: Cl[C:2]1[N:7]=[C:6]([NH:8][C:9]2[CH:14]=[CH:13][C:12]3[O:15][CH2:16][CH2:17][O:18][C:11]=3[CH:10]=2)[C:5]([F:19])=[CH:4][N:3]=1.[CH3:20][O:21][C:22]1[CH:23]=[C:24]([CH:26]=[CH:27][C:28]=1[O:29][CH3:30])[NH2:25]>>[CH3:20][O:21][C:22]1[CH:23]=[C:24]([NH:25][C:2]2[N:7]=[C:6]([NH:8][C:9]3[CH:14]=[CH:13][C:12]4[O:15][CH2:16][CH2:17][O:18][C:11]=4[CH:10]=3)[C:5]([F:19])=[CH:4][N:3]=2)[CH:26]=[CH:27][C:28]=1[O:29][CH3:30]. Procedure: In like manner to the preparation of N4-(3,4-ethylenedioxyphenyl)-5-fluoro-N2-(3-hydroxyphenyl)-2,4-pyrimidinediamine, 2-chloro-N4-(3,4-ethylenedioxyphenyl)-5-fluoro-4-pyrimidineamine and 3,4-dimethoxyaniline were reacted to yield N2-(3,4-dimethoxyphenyl)-N4-(3,4-ethylenedioxyphenyl)-5-fluoro-2,4-pyrimidinediamine. LCMS: ret. time: 20.98 min.; purity: 74%; MS (m/e): 399 (MH+). Reactants: O[C@@H]1C(N(CC1)CC#C)=O ((S)-3-hydroxy-1-(2-propynyl)-2-pyrrolidinone), ClCCl (dichloromethane), solution, [N+](=[N-])=C (diazomethane). The solvent is CCOCC (ether). The product is CO[C@@H]1C(N(CC1)CC#C)=O ((S)-3-methoxy-1-(2-propynyl)-2-pyrrolidinone). Reaction SMILES: [OH:1][C@H:2]1[CH2:6][CH2:5][N:4]([CH2:7][C:8]#[CH:9])[C:3]1=[O:10].Cl[CH2:12]Cl.[N+](=C)=[N-]>CCOCC>[CH3:12][O:1][C@H:2]1[CH2:6][CH2:5][N:4]([CH2:7][C:8]#[CH:9])[C:3]1=[O:10]. Procedure: A mixture of 2.0 g of (S)-3-hydroxy-1-(2-propynyl)-2-pyrrolidinone, 70 g of silica gel and 200 ml of dichloromethane was cooled in an ice bath. A 300 ml solution of diazomethane in ether was added portionwise. The reaction was filtered, washed with methanol and concentrated in vacuo. The residue was purified by chromatography (silica gel), giving 700 mg of (S)-3-methoxy-1-(2-propynyl)-2-pyrrolidinone, [α]D26 =-71° (dichloromethane).